From a dataset of the Open Reaction Database (ORD), a public repository of structured organic reaction records. describe an organic reaction: reactants, conditions, products, and yield RXN SMILES: [Br:1][CH2:2][c:3]1[cH:4][cH:5][cH:6][c:7]2[c:8]1[n:9][c:10](-[c:12]1[c:13]([O:22][CH2:23][O:24][CH3:25])[cH:14][c:15]([O:20][CH3:21])[c:16]([O:18][CH3:19])[cH:17]1)[o:11]2.[C:34](=[O:35])([O-:36])[O-:37].[CH3:40][C:41]#[N:42].[NH2:26][CH2:27][c:28]1[n:29][cH:30][cH:31][cH:32][cH:33]1.[Na+:38].[Na+:39]>>[CH2:2]([c:3]1[cH:4][cH:5][cH:6][c:7]2[c:8]1[n:9][c:10](-[c:12]1[c:13]([O:22][CH2:23][O:24][CH3:25])[cH:14][c:15]([O:20][CH3:21])[c:16]([O:18][CH3:19])[cH:17]1)[o:11]2)[NH:26][CH2:27][c:28]1[n:29][cH:30][cH:31][cH:32][cH:33]1. Reactants: COCOc1cc(OC)c(OC)cc1-c1nc2c(CBr)cccc2o1, O=C([O-])[O-], CC#N, NCc1ccccn1, [Na+], [Na+]. The product is COCOc1cc(OC)c(OC)cc1-c1nc2c(CNCc3ccccn3)cccc2o1.